From a dataset of the Open Reaction Database (ORD), a public repository of structured organic reaction records. describe an organic reaction: reactants, conditions, products, and yield Reactants: C(=O)(OC(C)(C)C)NCCOCCOCCOCCOC=1C=C(C=C(C1OC)OC)C1OCCO1 (N-Boc-2-(3-{2-[2-(2-{2-Aminoethoxy}ethoxy)ethoxy]ethoxy}-4,5-dimethoxyphenyl)-1,3-dioxolane), II (iodine), solvent. Solvent: CC(=O)C (acetone). Reaction conditions: time 60 minute. Yields the product C(=O)(OC(C)(C)C)NCCOCCOCCOCCOC=1C=C(C=O)C=C(C1OC)OC (N-Boc-3-{2-[2-(2-{2-Aminoethoxy}ethoxy)ethoxy]ethoxy}-4,5-dimethoxybenzaldehyde). Reaction SMILES: [C:1]([NH:8][CH2:9][CH2:10][O:11][CH2:12][CH2:13][O:14][CH2:15][CH2:16][O:17][CH2:18][CH2:19][O:20][C:21]1[CH:22]=[C:23]([CH:31]2OCC[O:32]2)[CH:24]=[C:25]([O:29][CH3:30])[C:26]=1[O:27][CH3:28])([O:3][C:4]([CH3:7])([CH3:6])[CH3:5])=[O:2].II>CC(C)=O>[C:1]([NH:8][CH2:9][CH2:10][O:11][CH2:12][CH2:13][O:14][CH2:15][CH2:16][O:17][CH2:18][CH2:19][O:20][C:21]1[CH:22]=[C:23]([CH:24]=[C:25]([O:29][CH3:30])[C:26]=1[O:27][CH3:28])[CH:31]=[O:32])([O:3][C:4]([CH3:7])([CH3:6])[CH3:5])=[O:2]. Procedure: A solution of 2.00 g (3.99 mmol) N-Boc-2-(3-{2-[2-(2-{2-aminoethoxy}ethoxy)ethoxy]ethoxy}-4,5-dimethoxyphenyl)-1,3-dioxolane 13 in 50 ml of acetone was treated with iodine (100 mg, 10% n/n) and stirred at room temperature for 60 minutes. Acetone was removed and replaced by ethyl acetate. The organic phase was washed with diluted sodium thiosulfate solution, water and brine and dried over magnesium sulfate. After removal of the solvent 1.17 g (3.74 mmol, 94%) of a slightly yellow oil remains. 1H-... The reactants are CC(=O)O, CC(=O)O, NC(=O)c1cc(Oc2ccc(NC(=O)C3(C(=O)OCc4ccccc4)CC3)c(F)c2)ccn1, CN1CCCC1=O, CCOC(C)=O, Ic1ccccc1, [Na+], [OH-], O. Yields the product Nc1cc(Oc2ccc(NC(=O)C3(C(=O)OCc4ccccc4)CC3)c(F)c2)ccn1. As a reaction SMILES: [C:35]([OH:36])(=[O:37])[CH3:38].[C:39]([OH:40])(=[O:41])[CH3:42].[CH2:1]([c:2]1[cH:3][cH:4][cH:5][cH:6][cH:7]1)[O:8][C:9](=[O:10])[C:11]1([C:14]([NH:15][c:16]2[c:17]([F:32])[cH:18][c:19]([O:22][c:23]3[cH:24][c:25]([C:29](=[O:30])[NH2:31])[n:26][cH:27][cH:28]3)[cH:20][cH:21]2)=[O:33])[CH2:12][CH2:13]1.[CH3:52][N:53]1[CH2:54][CH2:55][CH2:56][C:57]1=[O:58].[CH3:59][CH2:60][O:61][C:62](=[O:63])[CH3:64].[I:43][c:44]1[cH:45][cH:46][cH:47][cH:48][cH:49]1.[Na+:51].[OH-:50].[OH2:34]>>[CH2:1]([c:2]1[cH:3][cH:4][cH:5][cH:6][cH:7]1)[O:8][C:9](=[O:10])[C:11]1([C:14]([NH:15][c:16]2[c:17]([F:32])[cH:18][c:19]([O:22][c:23]3[cH:24][c:25]([NH2:53])[n:26][cH:27][cH:28]3)[cH:20][cH:21]2)=[O:33])[CH2:12][CH2:13]1.